From a dataset of the Open Reaction Database (ORD), a public repository of structured organic reaction records. describe an organic reaction: reactants, conditions, products, and yield Product: CC(CC(O)C1=NC=CN=C1)C (3-methyl-1-(pyrazin-2-yl)butan-1-ol). Solvent: C(C)OCC (diethyl ether). Procedure: To a solution of 2-iodopyrazine (10.0 g, 48.5 mmol) in diethyl ether at −50° C. was added dropwise n-BuLi (2.5 M in hexanes, 25 mL, 60.7 mmol), immediately followed by addition of isovaleraldehyde (8.13 mL, 6.48 g, 75 mmol) over 5 minutes. The mixture was allowed to reach room temperature and was added to a saturated NH4Cl solution. The aqueous phase was extracted with TBME (3×100 mL) and the combined organic extracts were washed with brine, dried over MgSO4 and concentrated in vacuo. The result... RXN SMILES: I[C:2]1[CH:7]=[N:6][CH:5]=[CH:4][N:3]=1.[Li]CCCC.[CH:13](=[O:18])[CH2:14][CH:15]([CH3:17])[CH3:16].[NH4+].[Cl-]>C(OCC)C>[CH3:16][CH:15]([CH3:17])[CH2:14][CH:13]([C:2]1[CH:7]=[N:6][CH:5]=[CH:4][N:3]=1)[OH:18] |f:3.4|. Reactants: IC1=NC=CN=C1 (2-iodopyrazine), [Li]CCCC (n-BuLi), [NH4+].[Cl-] (NH4Cl), C(CC(C)C)=O (isovaleraldehyde). Starting materials: C1COCCO1, CC(=O)Cc1ccc(Cl)c(S(=O)(=O)Cl)c1, N#Cc1cccc(N)c1, c1ccncc1. Product: CC(=O)Cc1ccc(Cl)c(S(=O)(=O)Nc2cccc(C#N)c2)c1. As a reaction SMILES: [CH2:31]1[O:32][CH2:33][CH2:34][O:35][CH2:36]1.[Cl:16][c:17]1[c:18]([S:27](=[O:28])(=[O:29])[Cl:30])[cH:19][c:20]([CH2:23][C:24]([CH3:25])=[O:26])[cH:21][cH:22]1.[NH2:1][c:2]1[cH:3][c:4]([C:5]#[N:6])[cH:7][cH:8][cH:9]1.[cH:10]1[cH:11][cH:12][n:13][cH:14][cH:15]1>>[NH:1]([c:2]1[cH:3][c:4]([C:5]#[N:6])[cH:7][cH:8][cH:9]1)[S:27]([c:18]1[c:17]([Cl:16])[cH:22][cH:21][c:20]([CH2:23][C:24]([CH3:25])=[O:26])[cH:19]1)(=[O:28])=[O:29]. Reactants: [BH3-]C#N, Cc1ccccc1C=O, CO, Cc1ncsc1CCOc1cc(N)cc(C(=O)Nc2ccc(C(=O)O)cn2)c1, [Na+]. Product: Cc1ccccc1CNc1cc(OCCc2scnc2C)cc(C(=O)Nc2ccc(C(=O)O)cn2)c1. As a reaction SMILES: [C:38]([BH3-:39])#[N:40].[CH3:1][c:2]1[cH:3][cH:4][cH:5][cH:6][c:7]1[CH:8]=[O:9].[CH3:42][OH:43].[NH2:10][c:11]1[cH:12][c:13]([C:14](=[O:15])[NH:16][c:17]2[n:18][cH:19][c:20]([C:23](=[O:24])[OH:25])[cH:21][cH:22]2)[cH:26][c:27]([O:29][CH2:30][CH2:31][c:32]2[c:33]([CH3:37])[n:34][cH:35][s:36]2)[cH:28]1.[Na+:41]>>[CH3:1][c:2]1[cH:3][cH:4][cH:5][cH:6][c:7]1[CH2:8][NH:10][c:11]1[cH:12][c:13]([C:14](=[O:15])[NH:16][c:17]2[n:18][cH:19][c:20]([C:23](=[O:24])[OH:25])[cH:21][cH:22]2)[cH:26][c:27]([O:29][CH2:30][CH2:31][c:32]2[c:33]([CH3:37])[n:34][cH:35][s:36]2)[cH:28]1. Starting materials: ClC=1C=C(C=CC1N1CCCN2C1=NC1=C2C(=CC=C1Cl)C(CC)O)C(C)=O (1-{3-Chloro-4-[9-chloro-6-(1-hydroxypropyl)-3,4-dihydropyrimido[1,2-a]benzimidazol-1(2H)-yl]phenyl}ethanone), O1CCCC1 (tetrahydrofuran), C(C)(=O)OC(C)=O (acetic anhydride). Run in N1=CC=CC=C1 (pyridine). Reaction conditions: time 7 hour. Yields the product C(C)(=O)OC(CC)C1=CC=C(C2=C1N1C(=N2)N(CCC1)C1=C(C=C(C=C1)C(C)=O)Cl)Cl (1-[1-(4-Acetyl-2-chlorophenyl)-9-chloro-1,2,3,4-tetrahydropyrimido[1,2-a]benzimidazol-6-yl]propyl acetate). Yield: 70.0%. RXN SMILES: [Cl:1][C:2]1[CH:3]=[C:4]([C:26](=[O:28])[CH3:27])[CH:5]=[CH:6][C:7]=1[N:8]1[C:13]2=[N:14][C:15]3[C:20]([Cl:21])=[CH:19][CH:18]=[C:17]([CH:22]([OH:25])[CH2:23][CH3:24])[C:16]=3[N:12]2[CH2:11][CH2:10][CH2:9]1.[O:29]1CC[CH2:31][CH2:30]1.C(OC(=O)C)(=O)C>N1C=CC=CC=1>[C:30]([O:25][CH:22]([C:17]1[C:16]2[N:12]3[CH2:11][CH2:10][CH2:9][N:8]([C:7]4[CH:6]=[CH:5][C:4]([C:26](=[O:28])[CH3:27])=[CH:3][C:2]=4[Cl:1])[C:13]3=[N:14][C:15]=2[C:20]([Cl:21])=[CH:19][CH:18]=1)[CH2:23][CH3:24])(=[O:29])[CH3:31]. Reported procedure: To a solution of 1-{3-Chloro-4-[9-chloro-6-(1-hydroxypropyl)-3,4-dihydropyrimido[1,2-a]benzimidazol-1(2H)-yl]phenyl}ethanone (120.0 mg, 0.287 mmol) in pyridine (0.2 mL)/tetrahydrofuran (0.5 mL) was added acetic anhydride (0.5 mL) at 0° C. The reaction mixture was stirred at room temperature for 7 hrs. The mixture was concentrated. The residue was neutralized with aqueous saturated sodium hydrogen carbonate and extracted with ethyl acetate (×3). The combined organic layer was washed with brine (×...